The task is: describe an organic reaction: reactants, conditions, products, and yield. This data is from the Open Reaction Database (ORD), a public repository of structured organic reaction records. The reactants are CC(C)(C)OC(=O)N1CCC(N)CC1, CCN(C(C)C)C(C)C, CC#N, N#Cc1ccc2oc(Cl)nc2c1, Cl. Yields the product CC(C)(C)OC(=O)N1CCC(Nc2nc3cc(C#N)ccc3o2)CC1. RXN SMILES: [C:22]([CH3:23])([CH3:24])([CH3:25])[O:26][C:27](=[O:28])[N:29]1[CH2:30][CH2:31][CH:32]([NH2:35])[CH2:33][CH2:34]1.[CH2:13]([N:14]([CH:15]([CH3:16])[CH3:17])[CH:18]([CH3:19])[CH3:20])[CH3:21].[CH3:37][C:38]#[N:39].[Cl:1][c:2]1[o:3][c:4]2[c:5]([n:6]1)[cH:7][c:8]([C:11]#[N:12])[cH:9][cH:10]2.[ClH:36]>>[c:2]1([NH:35][CH:32]2[CH2:31][CH2:30][N:29]([C:27]([O:26][C:22]([CH3:23])([CH3:24])[CH3:25])=[O:28])[CH2:34][CH2:33]2)[o:3][c:4]2[c:5]([n:6]1)[cH:7][c:8]([C:11]#[N:12])[cH:9][cH:10]2. Starting materials: CN, CCO, O=[N+]([O-])c1cccc(Cl)c1F, O. Product: CNc1c(Cl)cccc1[N+](=O)[O-]. As a reaction SMILES: [CH3:12][NH2:13].[CH3:14][CH2:15][OH:16].[F:1][c:2]1[c:3]([N+:9](=[O:10])[O-:11])[cH:4][cH:5][cH:6][c:7]1[Cl:8].[OH2:17]>>[c:2]1([NH:13][CH3:12])[c:3]([N+:9](=[O:10])[O-:11])[cH:4][cH:5][cH:6][c:7]1[Cl:8].